This data is from the Open Reaction Database (ORD), a public repository of structured organic reaction records. The task is: describe an organic reaction: reactants, conditions, products, and yield The reactants are C(C)(=O)OC1C=CCC1 (2-cyclopentenyl acetate), C1(C=CCCC1)O (2-cyclohexenol), O (water). The reagents and catalysts are S(=O)(=O)(O)[O-].C(CCC)[N+](CCCC)(CCCC)CCCC (tetrabutylammonium hydrogen sulfate). The solvent is CC(=O)C (Acetone). Run at temperature 40 celsius, time 4 hour. The product is C1(C=CCC1)OC1C=CCCC1 (2-Cyclohexenyl 2-cyclopentenyl ether). RXN SMILES: [C:1]([O:4][CH:5]1[CH2:9][CH2:8][CH:7]=[CH:6]1)(=O)[CH3:2].[CH:10]1(O)[CH2:15]CC[CH:12]=[CH:11]1.O>S([O-])(O)(=O)=O.C([N+](CCCC)(CCCC)CCCC)CCC.CC(C)=O>[CH:5]1([O:4][CH:1]2[CH2:12][CH2:11][CH2:10][CH:15]=[CH:2]2)[CH2:9][CH2:8][CH:7]=[CH:6]1 |f:3.4|. Procedure details: A two-phase reaction mixture containing 2-cyclopentenyl acetate (0.30 g, 2.4 millimols), 2-cyclohexenol (0.50 g, 5.1 millimols), tetrabutylammonium hydrogen sulfate (0.020 g, 0.06 millimols), and water (0.25 g, 13.9 millimols) was heated at 40° C. with vigorous stirring for four hours. Acetone was then added to give a one-phase system for analytical purposes, and the solution was analyzed by gas chromatography using an Apiezon column programmed from 60° to 220° C. The following relative peak are... Reactants: Cl.N1=CC(=CC=C1)CCl (3-picolyl chloride hydrochloride), C([O-])([O-])=O.[K+].[K+] (potassium carbonate), COC(C1=C(C(=CC=C1)O)NS(=O)(=O)C1=CC=C(C=C1)OC)=O (3-Hydroxy-2-(4-methoxy-benzenesulfonylamino)-benzoic acid methyl ester). Run in O (water), CN(C)C=O (DMF). Reaction conditions: time 18 hour. Yields the product COC(C1=C(C(=CC=C1)OCC=1C=NC=CC1)N(CC=1C=NC=CC1)S(=O)(=O)C1=CC=C(C=C1)OC)=O (2-[(4-Methoxy-benzenesulfonyl)-pyridin-3-ylmethyl-amino]-3-(pyridin-3-ylmethoxy)-benzoic acid methyl ester). Isolated yield 55.1%. Reaction SMILES: [CH3:1][O:2][C:3](=[O:23])[C:4]1[CH:9]=[CH:8][CH:7]=[C:6]([OH:10])[C:5]=1[NH:11][S:12]([C:15]1[CH:20]=[CH:19][C:18]([O:21][CH3:22])=[CH:17][CH:16]=1)(=[O:14])=[O:13].Cl.[N:25]1[CH:30]=[CH:29][CH:28]=[C:27]([CH2:31]Cl)[CH:26]=1.C(=O)([O-])[O-].[K+].[K+]>CN(C=O)C.O>[CH3:1][O:2][C:3](=[O:23])[C:4]1[CH:9]=[CH:8][CH:7]=[C:6]([O:10][CH2:31][C:27]2[CH:26]=[N:25][CH:30]=[CH:29][CH:28]=2)[C:5]=1[N:11]([S:12]([C:15]1[CH:16]=[CH:17][C:18]([O:21][CH3:22])=[CH:19][CH:20]=1)(=[O:13])=[O:14])[CH2:31][C:27]1[CH:26]=[N:25][CH:30]=[CH:29][CH:28]=1 |f:1.2,3.4.5|. Procedure: To a solution of 0.40 g (1.187 mmol) of the product of Example 31 dissolved in 5.0 mL of DMF was added 0.409 g (2.492 mmol) of 3-picolyl chloride hydrochloride and 1.03 g (7.477 mmol) of potassium carbonate. The reaction mixture was then stirred at room temperature for 18 h, diluted with water and extracted with ether. The organics were then extracted with 6N HCl solution and the aqueous acid layer was then basified with 6N NaOH solution and then extrrcted with ether. The resulting ether layer w... Reactants: CCCNc1nc(C(F)(F)F)ccc1C=CC(=O)O, Cl, CS(=O)(=O)Nc1c(F)cc(CN)cc1F. Product: CCCNc1nc(C(F)(F)F)ccc1C=CC(=O)NCc1cc(F)c(NS(C)(=O)=O)c(F)c1. RXN SMILES: [CH2:17]([CH2:18][CH3:19])[NH:20][c:21]1[n:22][c:23]([C:32]([F:33])([F:34])[F:35])[cH:24][cH:25][c:26]1[CH:27]=[CH:28][C:29](=[O:30])[OH:31].[ClH:16].[NH2:1][CH2:2][c:3]1[cH:4][c:5]([F:15])[c:6]([NH:10][S:11](=[O:12])(=[O:13])[CH3:14])[c:7]([F:9])[cH:8]1>>[NH:1]([CH2:2][c:3]1[cH:4][c:5]([F:15])[c:6]([NH:10][S:11](=[O:12])(=[O:13])[CH3:14])[c:7]([F:9])[cH:8]1)[C:29]([CH:28]=[CH:27][c:26]1[c:21]([NH:20][CH2:17][CH2:18][CH3:19])[n:22][c:23]([C:32]([F:33])([F:34])[F:35])[cH:24][cH:25]1)=[O:30]. Starting materials: CC1(C2=C(C(=CC=C2)P(C3=CC=CC=C3)C4=CC=CC=C4)OC5=C(C=CC=C51)P(C6=CC=CC=C6)C7=CC=CC=C7)C (xantphos), ClC1=CC(=NC2=NC(=CC=C12)C1=NC=CC=C1C(F)(F)F)COC (4-chloro-2-methoxymethyl-7-(3-trifluoromethyl-pyridin-2-yl)-[1,8]naphthyridine), C([O-])([O-])=O.[Cs+].[Cs+] (cesium carbonate), NC1=NC=C(C=C1)C(F)(F)F (2-amino-5-trifluoromethyl pyridine). The reagents and catalysts are C=1C=CC(=CC1)/C=C/C(=O)/C=C/C2=CC=CC=C2.C=1C=CC(=CC1)/C=C/C(=O)/C=C/C2=CC=CC=C2.C=1C=CC(=CC1)/C=C/C(=O)/C=C/C2=CC=CC=C2.[Pd].[Pd] (Pd2dba3). Run in O1CCOCC1 (dioxane). Run at temperature 90 celsius, time 8 hour. The product is COCC1=NC2=NC(=CC=C2C(=C1)NC1=NC=C(C=C1)C(F)(F)F)C1=NC=CC=C1C(F)(F)F (2-methoxymethyl-7-[3-(trifluoromethyl) pyridin-2-yl]-N-[5-(trifluoromethyl)pyridin-2-yl]-[1,8]naphthyridin-4-amine). RXN SMILES: Cl[C:2]1[C:11]2[C:6](=[N:7][C:8]([C:12]3[C:17]([C:18]([F:21])([F:20])[F:19])=[CH:16][CH:15]=[CH:14][N:13]=3)=[CH:9][CH:10]=2)[N:5]=[C:4]([CH2:22][O:23][CH3:24])[CH:3]=1.C(=O)([O-])[O-].[Cs+].[Cs+].[NH2:31][C:32]1[CH:37]=[CH:36][C:35]([C:38]([F:41])([F:40])[F:39])=[CH:34][N:33]=1.CC1(C)C2C(=C(P(C3C=CC=CC=3)C3C=CC=CC=3)C=CC=2)OC2C(P(C3C=CC=CC=3)C3C=CC=CC=3)=CC=CC1=2>O1CCOCC1.C1C=CC(/C=C/C(/C=C/C2C=CC=CC=2)=O)=CC=1.C1C=CC(/C=C/C(/C=C/C2C=CC=CC=2)=O)=CC=1.C1C=CC(/C=C/C(/C=C/C2C=CC=CC=2)=O)=CC=1.[Pd].[Pd]>[CH3:24][O:23][CH2:22][C:4]1[CH:3]=[C:2]([NH:31][C:32]2[CH:37]=[CH:36][C:35]([C:38]([F:40])([F:39])[F:41])=[CH:34][N:33]=2)[C:11]2[C:6](=[N:7][C:8]([C:12]3[C:17]([C:18]([F:21])([F:20])[F:19])=[CH:16][CH:15]=[CH:14][N:13]=3)=[CH:9][CH:10]=2)[N:5]=1 |f:1.2.3,7.8.9.10.11|. Procedure details: To a de-gassed mixture of 4-chloro-2-methoxymethyl-7-(3-trifluoromethyl-pyridin-2-yl)-[1,8]naphthyridine (1 mmol), cesium carbonate (2 mmol), 2-amino-5-trifluoromethyl pyridine (1 mmol) in dioxane (10 mL) under nitrogen, add Pd2dba3 (0.05 mmol) and xantphos (0.05 mol). Stir the mixture at 90° C. overnight, concentrate, and extract with EtOAc. Dry over Na2SO4 and concentrate under vacuum. Purify by column chromatography eluting with dichloromethane/methanol/ammonium hydroxide mixture to give 2-me... Reactants: BrC=1C=C2C=CC(N(C2=CC1)COCC[Si](C)(C)C)=O (6-bromo-1-((2-(trimethylsilyl)ethoxy)methyl)quinolin-2(1H)-one), C(=O)([O-])[O-].[K+].[K+] (K2CO3), C1(=CC=CC=C1)C (toluene). Reagents/catalysts: C=1C=CC(=CC1)[P](C=2C=CC=CC2)(C=3C=CC=CC3)[Pd]([P](C=4C=CC=CC4)(C=5C=CC=CC5)C=6C=CC=CC6)([P](C=7C=CC=CC7)(C=8C=CC=CC8)C=9C=CC=CC9)[P](C=1C=CC=CC1)(C=1C=CC=CC1)C=1C=CC=CC1 (Tetrakis). Solvent: O (water). Conditions: temperature 110 celsius. Yields the product C[Si](CCOCN1C(C=CC2=CC(=CC=C12)C=C)=O)(C)C (1-((2-(trimethylsilyl)ethoxy)methyl)-6-vinylquinolin-2(1H)-one). The yield is 94.0%. RXN SMILES: Br[C:2]1[CH:3]=[C:4]2[C:9](=[CH:10][CH:11]=1)[N:8]([CH2:12][O:13][CH2:14][CH2:15][Si:16]([CH3:19])([CH3:18])[CH3:17])[C:7](=[O:20])[CH:6]=[CH:5]2.C([O-])([O-])=O.[K+].[K+].[C:27]1(C)C=CC=C[CH:28]=1>O.C1C=CC([P]([Pd]([P](C2C=CC=CC=2)(C2C=CC=CC=2)C2C=CC=CC=2)([P](C2C=CC=CC=2)(C2C=CC=CC=2)C2C=CC=CC=2)[P](C2C=CC=CC=2)(C2C=CC=CC=2)C2C=CC=CC=2)(C2C=CC=CC=2)C2C=CC=CC=2)=CC=1>[CH3:17][Si:16]([CH3:19])([CH3:18])[CH2:15][CH2:14][O:13][CH2:12][N:8]1[C:9]2[C:4](=[CH:3][C:2]([CH:27]=[CH2:28])=[CH:11][CH:10]=2)[CH:5]=[CH:6][C:7]1=[O:20] |f:1.2.3,^1:38,40,59,78|. Procedure: To a solution of 6-bromo-1-((2-(trimethylsilyl)ethoxy)methyl)quinolin-2(1H)-one (1 g, 2.82 mmol) in toluene (20 mL) and water (20.00 mL) were added trivinylboraxin (0.684 g, 4.23 mmol), K2CO3 (0.780 g, 5.64 mmol). The reaction mixture was purged with N2 for 15 min, then Tetrakis (0.652 g, 0.564 mmol) was added and the reaction mixture was heated to 110° C. for 12 h. The reaction mixture was concentrated and dissolved in ethyl acetate and washed with water. The organic layer was dried over anhydr...